This data is from the Open Reaction Database (ORD), a public repository of structured organic reaction records. The task is: describe an organic reaction: reactants, conditions, products, and yield Reaction SMILES: [CH3:33][N:34]1[CH2:35][CH2:36][CH2:37][C:38]1=[O:39].[CH:1]1([C:4](=[O:5])[NH:6][c:7]2[s:8][c:9]3[c:10]([n:11]2)[cH:12][cH:13][c:14]([O:16][S:17](=[O:18])(=[O:19])[c:20]2[cH:21][cH:22][c:23]([F:26])[cH:24][cH:25]2)[cH:15]3)[CH2:2][CH2:3]1.[CH:27]1([NH2:32])[CH2:28][CH2:29][CH2:30][CH2:31]1>>[CH:1]1([C:4](=[O:5])[NH:6][c:7]2[s:8][c:9]3[c:10]([n:11]2)[cH:12][cH:13][c:14]([O:16][S:17](=[O:18])(=[O:19])[c:20]2[cH:21][cH:22][c:23]([NH:32][CH:27]4[CH2:28][CH2:29][CH2:30][CH2:31]4)[cH:24][cH:25]2)[cH:15]3)[CH2:2][CH2:3]1. The reactants are CN1CCCC1=O, O=C(Nc1nc2ccc(OS(=O)(=O)c3ccc(F)cc3)cc2s1)C1CC1, NC1CCCC1. Yields the product O=C(Nc1nc2ccc(OS(=O)(=O)c3ccc(NC4CCCC4)cc3)cc2s1)C1CC1. Reactants: C=CCBr, CCC1(C)CCC(C)C(C)(CC)N1, CCCC1=NC(C)(CCC)NC(C)(CCC)C1, [Na+], [OH-]. Yields the product C=CCN1C(C)(CC)CCC(C)C1(C)CC. Reaction SMILES: [CH2:14]([CH:15]=[CH2:16])[Br:17].[CH2:1]([CH3:2])[C:3]1([CH3:13])[NH:4][C:5]([CH3:10])([CH2:11][CH3:12])[CH2:6][CH2:7][CH:8]1[CH3:9].[CH2:20]([C:21]1([CH3:22])[N:23]=[C:24]([CH2:25][CH2:26][CH3:27])[CH2:28][C:29]([CH2:30][CH2:31][CH3:32])([CH3:33])[NH:34]1)[CH2:35][CH3:36].[Na+:19].[OH-:18]>>[CH2:1]([CH3:2])[C:3]1([CH3:13])[N:4]([CH2:16][CH:15]=[CH2:14])[C:5]([CH3:10])([CH2:11][CH3:12])[CH2:6][CH2:7][CH:8]1[CH3:9].